This data is from the Open Reaction Database (ORD), a public repository of structured organic reaction records. The task is: describe an organic reaction: reactants, conditions, products, and yield Reactants: CCO, CCOC(=O)c1ccc(C=CC(=O)NCC(=O)N(C)c2ccc(Cl)c(COc3cccc4c(-n5ccnc5)cc(C)nc34)c2Cl)cc1, [Na+], [OH-]. Yields the product Cc1cc(-n2ccnc2)c2cccc(OCc3c(Cl)ccc(N(C)C(=O)CNC(=O)C=Cc4ccc(C(=O)O)cc4)c3Cl)c2n1. Reaction SMILES: [CH3:50][CH2:51][OH:52].[Cl:1][c:2]1[c:3]([CH2:4][O:5][c:6]2[cH:7][cH:8][cH:9][c:10]3[c:11](-[n:17]4[cH:18][n:19][cH:20][cH:21]4)[cH:12][c:13]([CH3:16])[n:14][c:15]23)[c:22]([Cl:47])[cH:23][cH:24][c:25]1[N:26]([CH3:27])[C:28]([CH2:29][NH:30][C:31]([CH:32]=[CH:33][c:34]1[cH:35][cH:36][c:37]([C:40](=[O:41])[O:42][CH2:43][CH3:44])[cH:38][cH:39]1)=[O:45])=[O:46].[Na+:49].[OH-:48]>>[Cl:1][c:2]1[c:3]([CH2:4][O:5][c:6]2[cH:7][cH:8][cH:9][c:10]3[c:11](-[n:17]4[cH:18][n:19][cH:20][cH:21]4)[cH:12][c:13]([CH3:16])[n:14][c:15]23)[c:22]([Cl:47])[cH:23][cH:24][c:25]1[N:26]([CH3:27])[C:28]([CH2:29][NH:30][C:31]([CH:32]=[CH:33][c:34]1[cH:35][cH:36][c:37]([C:40](=[O:41])[OH:42])[cH:38][cH:39]1)=[O:45])=[O:46]. The reactants are COCCN(CC(=O)Nc1ccc(C(C)C)cc1C(F)(F)F)Cc1ccc(OC(C)(C)C(=O)OC(C)(C)C)cc1, CCOCC, CCOC(C)=O, Cl. The product is COCCN(CC(=O)Nc1ccc(C(C)C)cc1C(F)(F)F)Cc1ccc(OC(C)(C)C(=O)O)cc1, Cl. Reaction SMILES: [CH3:1][O:2][CH2:3][CH2:4][N:5]([CH2:6][C:7](=[O:8])[NH:9][c:10]1[c:11]([C:19]([F:20])([F:21])[F:22])[cH:12][c:13]([CH:16]([CH3:17])[CH3:18])[cH:14][cH:15]1)[CH2:23][c:24]1[cH:25][cH:26][c:27]([O:28][C:29]([C:30](=[O:31])[O:32][C:33]([CH3:34])([CH3:35])[CH3:36])([CH3:37])[CH3:38])[cH:39][cH:40]1.[CH3:42][CH2:43][O:44][CH2:45][CH3:46].[CH3:47][CH2:48][O:49][C:50](=[O:51])[CH3:52].[ClH:41]>>[CH3:1][O:2][CH2:3][CH2:4][N:5]([CH2:6][C:7](=[O:8])[NH:9][c:10]1[c:11]([C:19]([F:20])([F:21])[F:22])[cH:12][c:13]([CH:16]([CH3:17])[CH3:18])[cH:14][cH:15]1)[CH2:23][c:24]1[cH:25][cH:26][c:27]([O:28][C:29]([C:30](=[O:31])[OH:32])([CH3:37])[CH3:38])[cH:39][cH:40]1.[ClH:41]. Reaction SMILES: CS(O[CH2:6][C@@H:7]1[O:11][C:10](=[O:12])[N:9]([C:13]2[CH:18]=[CH:17][C:16]([Cl:19])=[CH:15][CH:14]=2)[C@H:8]1[C:20]1[CH:25]=[CH:24][CH:23]=[C:22]([O:26][CH3:27])[CH:21]=1)(=O)=O.[NH:28]1[C:32]([C:33]([O:35][CH2:36][CH3:37])=[O:34])=[N:31][N:30]=[N:29]1.[Na]>CN(C=O)C>[Cl:19][C:16]1[CH:15]=[CH:14][C:13]([N:9]2[C@@H:8]([C:20]3[CH:25]=[CH:24][CH:23]=[C:22]([O:26][CH3:27])[CH:21]=3)[C@H:7]([CH2:6][N:29]3[N:30]=[N:31][C:32]([C:33]([O:35][CH2:36][CH3:37])=[O:34])=[N:28]3)[O:11][C:10]2=[O:12])=[CH:18][CH:17]=1 |^1:37|. Conditions: temperature 70 celsius. Starting materials: N1N=NN=C1C(=O)OCC (Ethyl 1H-tetrazole-5-carboxylate), [Na] (sodium), CS(=O)(=O)OC[C@H]1[C@@H](N(C(O1)=O)C1=CC=C(C=C1)Cl)C1=CC(=CC=C1)OC (((4S,5R)-3-(4-chlorophenyl)-4-(3-methoxyphenyl)-2-oxooxazolidin-5-yl)methyl methanesulfonate). The product is ClC1=CC=C(C=C1)N1C(O[C@H]([C@@H]1C1=CC(=CC=C1)OC)CN1N=C(N=N1)C(=O)OCC)=O (ethyl 2-(((4S,5S)-3-(4-chlorophenyl)-4-(3-methoxyphenyl)-2-oxooxazolidin-5-yl)methyl)-2H-tetrazole-5-carboxylate). Procedure: A small reaction tube fitted with a screw cap is charged with ((4S,5R)-3-(4-chlorophenyl)-4-(3-methoxyphenyl)-2-oxooxazolidin-5-yl)methyl methanesulfonate (50 mg, 0.12 mmol) and DMF (1 mL). Ethyl 1H-tetrazole-5-carboxylate, sodium salt (39 mg, 0.24 mmol) is added and the mixture is heated to 70° C. overnight. The cooled reaction is quenched with water, extracted with EtOAc, combined organics are washed with brine, dried over MgSO4, filtered, concentrated, and purified by flash chromatography (12... Run in CN(C)C=O (DMF).